This data is from the Open Reaction Database (ORD), a public repository of structured organic reaction records. The task is: describe an organic reaction: reactants, conditions, products, and yield Product: CC(C)CCNCc1ccc(C(C)(C)C)cc1. Reaction SMILES: [BH4-:19].[C:1]([CH3:2])([CH3:3])([CH3:4])[c:5]1[cH:6][cH:7][c:8]([CH2:9][NH2:10])[cH:11][cH:12]1.[CH3:13][CH:14]([CH2:15][CH:16]=[O:17])[CH3:18].[CH3:22][OH:23].[ClH:21].[Na+:20]>>[C:1]([CH3:2])([CH3:3])([CH3:4])[c:5]1[cH:6][cH:7][c:8]([CH2:9][NH:10][CH2:16][CH2:15][CH:14]([CH3:13])[CH3:18])[cH:11][cH:12]1. The reactants are [BH4-], CC(C)(C)c1ccc(CN)cc1, CC(C)CC=O, CO, Cl, [Na+]. The reactants are C(CC)I (propyl iodide), O (water), N1N=CC2=C1N=C1N(C2=O)CCS1 (6,7-Dihydropyrazolo[3,4-d]thiazolo[3,2-a]pyrimidin-4(1H)-one), [H-].[Na+] (sodium hydride). Run in CN(C=O)C (dimethylformamide). Run at time 1 hour. Product: C(CC)N1N=CC2=C1N=C1N(C2=O)CCS1 (6,7-Dihydro-1-n-propylpyrazolo[3,4-d]thiazolo[3,2-a]pyrimidin-4(1H)-one), C(CC)N1N=C2N=C3N(C(C2=C1)=O)CCS3 (6,7-Dihydro-2-n-propylpyrazolo[3,4-d]thiazolo[3,2-a]pyrimidin-4(2H)-one). Yield: 25.0%. RXN SMILES: [NH:1]1[C:5]2[N:6]=[C:7]3[S:13][CH2:12][CH2:11][N:8]3[C:9](=[O:10])[C:4]=2[CH:3]=[N:2]1.[H-].[Na+].[CH2:16](I)[CH2:17][CH3:18].O>CN(C)C=O>[CH2:16]([N:1]1[C:5]2[N:6]=[C:7]3[S:13][CH2:12][CH2:11][N:8]3[C:9](=[O:10])[C:4]=2[CH:3]=[N:2]1)[CH2:17][CH3:18].[CH2:16]([N:2]1[CH:3]=[C:4]2[C:5]([N:6]=[C:7]3[S:13][CH2:12][CH2:11][N:8]3[C:9]2=[O:10])=[N:1]1)[CH2:17][CH3:18] |f:1.2|. Procedure: In 50 ml of dimethylformamide was dissolved 2.50 g (12.9 mmol) of Compound 1 prepared in Example 1, and 0.93 g (23.3 mmol) of sodium hydride. (60%) and 3.77 ml (38.6 mmol) of propyl iodide were added to the solution, followed by stirring at room temperature for one hour. After addition of water and evaporation of the solvent, the residue was subjected to partition between chloroform and water, and the chloroform layer was concentrated to dryness under reduced pressure. The residue was subjected ...